This data is from the Open Reaction Database (ORD), a public repository of structured organic reaction records. The task is: describe an organic reaction: reactants, conditions, products, and yield The reactants are reduced iron, Example 18, COC=1C=CC2=C(SCC3=C(C2=O)C(=CC=C3)[N+](=O)[O-])C1 (3-methoxy-10-nitro-6,11-dihydrodibenzo[b,e]thiepin-11-one). Reagents/catalysts: [Fe](Cl)(Cl)Cl (iron (III) chloride). Solvent: O (water), C(C)O (ethanol). Yields the product NC1=CC=CC2=C1C(C1=C(SC2)C=C(C=C1)OC)=O (10-amino-3-methoxy-6,11-dihydrodibenzo[b,e]thiepin-11-one). As a reaction SMILES: [CH3:1][O:2][C:3]1[CH:4]=[CH:5][C:6]2[C:12](=[O:13])[C:11]3[C:14]([N+:18]([O-])=O)=[CH:15][CH:16]=[CH:17][C:10]=3[CH2:9][S:8][C:7]=2[CH:21]=1>O.C(O)C.[Fe](Cl)(Cl)Cl>[NH2:18][C:14]1[C:11]2[C:12](=[O:13])[C:6]3[CH:5]=[CH:4][C:3]([O:2][CH3:1])=[CH:21][C:7]=3[S:8][CH2:9][C:10]=2[CH:17]=[CH:16][CH:15]=1. Procedure details: In a mixture of water and ethanol (20 ml), 3-methoxy-10-nitro-6,11-dihydrodibenzo[b,e]thiepin-11-one obtained in Reference Example 18 (0.36 g, 1.2 mmol) was heated under reflux in the presence of reduced iron (0.36 g) and iron (III) chloride (40 mg) for 2 hours. After the reaction was completed, the reaction mixture was filtered while hot and the filtrate was evaporated under reduced pressure to give crude 10-amino-3-methoxy-6,11-dihydrodibenzo[b,e]thiepin-11-one (1.2 mmol). This crude product w... The reactants are C1NCCC2=CC(=CC=C12)NC(=O)C=1C(=CC=CC1)C1=CC=C(C=C1)C(F)(F)F (4'-Trifluoromethylbiphenyl-2-carboxylic acid-(1,2,3,4-tetrahydroisoquinolin-6-yl)-amide), C1(=CC=CC=C1)CC=O (phenylacetaldehyde), C(C)(=O)O[BH-](OC(C)=O)OC(C)=O.[Na+] (sodium triacetoxyborohydride), C(C)(=O)O (acetic acid). Solvent: ClCCCl (1,2-dichloroethane), C(Cl)Cl (methylene chloride). Product: C(CC1=CC=CC=C1)N1CC2=CC=C(C=C2CC1)NC(=O)C=1C(=CC=CC1)C1=CC=C(C=C1)C(F)(F)F (4'-Trifluoromethylbiphenyl-2-carboxylic acid-(2-phenethyl-1,2,3,4-tetrahydroisoquinolin-6-yl)-amide). Reaction SMILES: [CH2:1]1[C:10]2[C:5](=[CH:6][C:7]([NH:11][C:12]([C:14]3[C:15]([C:20]4[CH:25]=[CH:24][C:23]([C:26]([F:29])([F:28])[F:27])=[CH:22][CH:21]=4)=[CH:16][CH:17]=[CH:18][CH:19]=3)=[O:13])=[CH:8][CH:9]=2)[CH2:4][CH2:3][NH:2]1.[C:30]1([CH2:36][CH:37]=O)[CH:35]=[CH:34][CH:33]=[CH:32][CH:31]=1.C(O[BH-](OC(=O)C)OC(=O)C)(=O)C.[Na+].C(O)(=O)C>ClCCCl.C(Cl)Cl>[CH2:37]([N:2]1[CH2:3][CH2:4][C:5]2[C:10](=[CH:9][CH:8]=[C:7]([NH:11][C:12]([C:14]3[C:15]([C:20]4[CH:25]=[CH:24][C:23]([C:26]([F:27])([F:28])[F:29])=[CH:22][CH:21]=4)=[CH:16][CH:17]=[CH:18][CH:19]=3)=[O:13])[CH:6]=2)[CH2:1]1)[CH2:36][C:30]1[CH:35]=[CH:34][CH:33]=[CH:32][CH:31]=1 |f:2.3|. Procedure details: A 400 mg (1.01 mmole) sample of compound (II), phenylacetaldehyde (121 mg, 1.01 mmole), sodium triacetoxyborohydride (320 mg, 1.52 mmole) and acetic acid (61 mg, 1.01 mmole) were stirred in 10 mL of 1,2-dichloroethane for 12 hrs. at ambient temperature. The reaction was diluted with methylene chloride, washed with 1N NaOH, water and brine. Purification was carried out with silica gel chromatography using 50% ethyl acetate/hexanes as the eluent. Starting materials: O=C([O-])O, CC(C)Cn1c(CO)c(-c2cccs2)c2cc(OCc3ccccc3)ccc2c1=O, Cc1ccccc1, [Na+], O=S(Cl)Cl. Product: CC(C)Cn1c(CCl)c(-c2cccs2)c2cc(OCc3ccccc3)ccc2c1=O. Reaction SMILES: [C:35](=[O:36])([O-:37])[OH:38].[CH2:1]([c:2]1[cH:3][cH:4][cH:5][cH:6][cH:7]1)[O:8][c:9]1[cH:10][c:11]2[c:12](-[c:26]3[s:27][cH:28][cH:29][cH:30]3)[c:13]([CH2:24][OH:25])[n:14]([CH2:20][CH:21]([CH3:22])[CH3:23])[c:15](=[O:19])[c:16]2[cH:17][cH:18]1.[CH3:40][c:41]1[cH:42][cH:43][cH:44][cH:45][cH:46]1.[Na+:39].[S:31]([Cl:32])([Cl:33])=[O:34]>>[CH2:1]([c:2]1[cH:3][cH:4][cH:5][cH:6][cH:7]1)[O:8][c:9]1[cH:10][c:11]2[c:12](-[c:26]3[s:27][cH:28][cH:29][cH:30]3)[c:13]([CH2:24][Cl:33])[n:14]([CH2:20][CH:21]([CH3:22])[CH3:23])[c:15](=[O:19])[c:16]2[cH:17][cH:18]1. Reactants: C(C1=CC=CC=C1)N1CCN(CC1)C1CCC(CC1)CC(=O)N(C)C (2-(4-(4-benzylpiperazin-1-yl)cyclohexyl)-N,N-dimethylacetamide), [H-].[H-].[H-].[H-].[Li+].[Al+3] (LiAlH4). Run in C1CCOC1 (THF), C1CCOC1 (THF). Reaction conditions: temperature 0 celsius, time 1 hour. Yields the product C(C1=CC=CC=C1)N1CCN(CC1)C1CCC(CC1)CCN(C)C (2-(4-(4-benzylpiperazin-1-yl)cyclohexyl)-N,N-dimethylethanamine). The yield is 86.0%. RXN SMILES: [CH2:1]([N:8]1[CH2:13][CH2:12][N:11]([CH:14]2[CH2:19][CH2:18][CH:17]([CH2:20][C:21]([N:23]([CH3:25])[CH3:24])=O)[CH2:16][CH2:15]2)[CH2:10][CH2:9]1)[C:2]1[CH:7]=[CH:6][CH:5]=[CH:4][CH:3]=1.[H-].[H-].[H-].[H-].[Li+].[Al+3]>C1COCC1>[CH2:1]([N:8]1[CH2:9][CH2:10][N:11]([CH:14]2[CH2:19][CH2:18][CH:17]([CH2:20][CH2:21][N:23]([CH3:24])[CH3:25])[CH2:16][CH2:15]2)[CH2:12][CH2:13]1)[C:2]1[CH:3]=[CH:4][CH:5]=[CH:6][CH:7]=1 |f:1.2.3.4.5.6|. Reported procedure: 2-(4-(4-benzylpiperazin-1-yl)cyclohexyl)-N,N-dimethylacetamide (800 mg) is dissolved in THF (20 ml) and cooled to 0° C. 2 M LiAlH4 in THF (2.3 ml) is added. The reaction mixture is warmed to room temperature and stirred for 1 hour. The reaction is quenched by slow addition of satd. aqueous K2CO3 (50 ml), then a potassium sodium tartrate solution (20 ml) is added. The mixture is diluted with EtOAc and the layers are separated. The aqueous layer is extracted with EtOAc (2×). The combined organic l... The reactants are N (ammonia), CC(\C=C\C(C)O)O.C(C)(=O)OC=1C=C(C=C(C(=O)Cl)C1)C(=O)Cl ((E)-Hex-3-ene-2,5-diol 5-acetoxy isophthaloyl chloride). Solvent: O1CCCC1 (tetrahydrofuran). Run at time 2 hour. Yields the product CC(\C=C\C(C)O)O.OC=1C=C(C=C(C(=O)Cl)C1)C(=O)Cl ((E)-Hex-3-ene-2,5-diol 5-hydroxyisophthaloyl dichloride). Reaction SMILES: N.[CH3:2][CH:3]([OH:9])/[CH:4]=[CH:5]/[CH:6]([OH:8])[CH3:7].C([O:13][C:14]1[CH:15]=[C:16]([C:23]([Cl:25])=[O:24])[CH:17]=[C:18]([CH:22]=1)[C:19]([Cl:21])=[O:20])(=O)C>O1CCCC1>[CH3:2][CH:3]([OH:9])/[CH:4]=[CH:5]/[CH:6]([OH:8])[CH3:7].[OH:13][C:14]1[CH:22]=[C:18]([C:19]([Cl:21])=[O:20])[CH:17]=[C:16]([CH:15]=1)[C:23]([Cl:25])=[O:24] |f:1.2,4.5|. Procedure details: To a solution of methanolic ammonia (20 mL, 1 N), polymer (126) dissolved in 5 mL tetrahydrofuran is added and the solution is stirred for two hours. The polymer was then precipitated in 100 mL of cold 1 N hydrochloric acid and collected by filtration. The polymer was then dried under high vacuum and was found to have a molecular weight of ˜5,000 g/mol by GPC.